From a dataset of the Open Reaction Database (ORD), a public repository of structured organic reaction records. describe an organic reaction: reactants, conditions, products, and yield Yields the product O=C1CCC(N2Cc3c(OCc4ccc(CN5CCN(S(=O)(=O)c6ccccc6)CC5)cc4)cccc3C2=O)C(=O)N1. As a reaction SMILES: [Br:1][CH2:2][c:3]1[cH:4][cH:5][c:6]([CH2:7][O:8][c:9]2[c:10]3[c:14]([cH:15][cH:16][cH:17]2)[C:13](=[O:18])[N:12]([CH:19]2[C:20](=[O:26])[NH:21][C:22](=[O:25])[CH2:23][CH2:24]2)[CH2:11]3)[cH:27][cH:28]1.[CH3:59][C:60]#[N:61].[CH3:62][CH2:63][O:64][CH2:65][CH3:66].[CH3:67][CH2:68][O:69][C:70]([CH3:71])=[O:72].[CH:29]([N:30]([CH2:31][CH3:32])[CH:33]([CH3:34])[CH3:35])([CH3:36])[CH3:37].[ClH:38].[Na+:58].[O-:54][C:55]([OH:56])=[O:57].[c:39]1([S:45](=[O:46])(=[O:47])[N:48]2[CH2:49][CH2:50][NH:51][CH2:52][CH2:53]2)[cH:40][cH:41][cH:42][cH:43][cH:44]1>>[CH2:2]([c:3]1[cH:4][cH:5][c:6]([CH2:7][O:8][c:9]2[c:10]3[c:14]([cH:15][cH:16][cH:17]2)[C:13](=[O:18])[N:12]([CH:19]2[C:20](=[O:26])[NH:21][C:22](=[O:25])[CH2:23][CH2:24]2)[CH2:11]3)[cH:27][cH:28]1)[N:51]1[CH2:50][CH2:49][N:48]([S:45]([c:39]2[cH:40][cH:41][cH:42][cH:43][cH:44]2)(=[O:46])=[O:47])[CH2:53][CH2:52]1. Starting materials: O=C1CCC(N2Cc3c(OCc4ccc(CBr)cc4)cccc3C2=O)C(=O)N1, CC#N, CCOCC, CCOC(C)=O, CCN(C(C)C)C(C)C, Cl, [Na+], O=C([O-])O, O=S(=O)(c1ccccc1)N1CCNCC1. Reactants: CC(C)(C)OC(=O)NC1=NC(C)(c2cc(NC(=O)c3ccc(Cl)cn3)ccc2F)C(F)(F)COC1, Cl, C1COCCO1. Yields the product CC1(c2cc(NC(=O)c3ccc(Cl)cn3)ccc2F)N=C(N)COCC1(F)F. Reaction SMILES: [Cl:1][c:2]1[cH:3][cH:4][c:5]([C:8](=[O:9])[NH:10][c:11]2[cH:12][cH:13][c:14]([F:35])[c:15]([C:17]3([CH3:34])[N:18]=[C:19]([NH:26][C:27](=[O:28])[O:29][C:30]([CH3:31])([CH3:32])[CH3:33])[CH2:20][O:21][CH2:22][C:23]3([F:24])[F:25])[cH:16]2)[n:6][cH:7]1.[ClH:42].[O:36]1[CH2:37][CH2:38][O:39][CH2:40][CH2:41]1>>[Cl:1][c:2]1[cH:3][cH:4][c:5]([C:8](=[O:9])[NH:10][c:11]2[cH:12][cH:13][c:14]([F:35])[c:15]([C:17]3([CH3:34])[N:18]=[C:19]([NH2:26])[CH2:20][O:21][CH2:22][C:23]3([F:24])[F:25])[cH:16]2)[n:6][cH:7]1. The reactants are CC(=O)Cl, CC1(C)OB(c2cnn(C3CCNCC3)c2)OC1(C)C, CCN(C(C)C)C(C)C, Cl, CN(C)C=O. Product: CC(=O)N1CCC(n2cc(B3OC(C)(C)C(C)(C)O3)cn2)CC1. RXN SMILES: [CH3:22][C:23]([Cl:24])=[O:25].[CH3:2][C:3]1([CH3:21])[O:4][B:5]([c:10]2[cH:11][n:12][n:13]([CH:15]3[CH2:16][CH2:17][NH:18][CH2:19][CH2:20]3)[cH:14]2)[O:6][C:7]1([CH3:8])[CH3:9].[CH:26]([N:27]([CH2:28][CH3:29])[CH:30]([CH3:31])[CH3:32])([CH3:33])[CH3:34].[ClH:1].[O:35]=[CH:36][N:37]([CH3:38])[CH3:39]>>[CH3:2][C:3]1([CH3:21])[O:4][B:5]([c:10]2[cH:11][n:12][n:13]([CH:15]3[CH2:16][CH2:17][N:18]([C:23]([CH3:22])=[O:25])[CH2:19][CH2:20]3)[cH:14]2)[O:6][C:7]1([CH3:8])[CH3:9]. Starting materials: COC(=O)c1ccc(C(CC(C)C)Oc2ccc(-c3ccc(C(C)(C)C)cc3)cc2)cc1, CCO, [Na+], [OH-]. The product is CC(C)CC(Oc1ccc(-c2ccc(C(C)(C)C)cc2)cc1)c1ccc(C(=O)O)cc1. As a reaction SMILES: [CH3:1][O:2][C:3]([c:4]1[cH:5][cH:6][c:7]([CH:10]([CH2:11][CH:12]([CH3:13])[CH3:14])[O:15][c:16]2[cH:17][cH:18][c:19](-[c:22]3[cH:23][cH:24][c:25]([C:28]([CH3:29])([CH3:30])[CH3:31])[cH:26][cH:27]3)[cH:20][cH:21]2)[cH:8][cH:9]1)=[O:32].[CH3:35][CH2:36][OH:37].[Na+:34].[OH-:33]>>[O:2]=[C:3]([c:4]1[cH:5][cH:6][c:7]([CH:10]([CH2:11][CH:12]([CH3:13])[CH3:14])[O:15][c:16]2[cH:17][cH:18][c:19](-[c:22]3[cH:23][cH:24][c:25]([C:28]([CH3:29])([CH3:30])[CH3:31])[cH:26][cH:27]3)[cH:20][cH:21]2)[cH:8][cH:9]1)[OH:32]. The reactants are O=C1NC2=CC=CC(=C2C1)NCC(=O)O (N-(2-oxo-2,3-dihydro-1H-indol-4-yl)glycine), NC=1C=C2CC3(C(NC4=NC=CC=C43)=O)CC2=CC1 ((−)-5-amino-1,3-dihydrospiro[indene-2,3′-pyrrolo[2,3-b]pyridin]-2′(1′H)-one), O=C1NC2=CC=CC(=C2C1)NCC(=O)O (N-(2-oxo-2,3-dihydro-1H-indol-4-yl)glycine), NC=1C=C2CC3(C(NC4=NC=CC=C43)=O)CC2=CC1 ((−)-5-amino-1,3-dihydrospiro[indene-2,3′-pyrrolo[2,3-b]pyridin]-2′(1′H)-one). Yields the product O=C1NC2=CC=CC(=C2C1)NCC(=O)NC=1C=C2CC3(C(NC4=NC=CC=C43)=O)CC2=CC1 (N2-(2-Oxo-2,3-dihydro-1H-indol-4-yl)-N-(2′-oxo-1,1′,2′,3-tetrahydrospiro[indene-2,3′-pyrrolo[2,3-b]pyridin]-5-yl)glycinamide). Reaction SMILES: [O:1]=[C:2]1[CH2:10][C:9]2[C:4](=[CH:5][CH:6]=[CH:7][C:8]=2[NH:11][CH2:12][C:13]([OH:15])=O)[NH:3]1.[NH2:16][C:17]1[CH:18]=[C:19]2[C:32](=[CH:33][CH:34]=1)[CH2:31][C:21]1([C:29]3[C:24](=[N:25][CH:26]=[CH:27][CH:28]=3)[NH:23][C:22]1=[O:30])[CH2:20]2>>[O:1]=[C:2]1[CH2:10][C:9]2[C:4](=[CH:5][CH:6]=[CH:7][C:8]=2[NH:11][CH2:12][C:13]([NH:16][C:17]2[CH:18]=[C:19]3[C:32](=[CH:33][CH:34]=2)[CH2:31][C:21]2([C:29]4[C:24](=[N:25][CH:26]=[CH:27][CH:28]=4)[NH:23][C:22]2=[O:30])[CH2:20]3)=[O:15])[NH:3]1. Procedure: Essentially following the procedures described for Example 1, but using N-(2-oxo-2,3-dihydro-1H-indol-4-yl)glycine (described in Intermediate 8) in place of 3-phenylpropionic acid and (−)-5-amino-1,3-dihydrospiro[indene-2,3′-pyrrolo[2,3-b]pyridin]-2′(1′H)-one (described in Intermediate 4) in place of (+)-5-amino-1,3-dihydrospiro[indene-2,3′-pyrrolo[2,3-b]pyridin]-2′(1′H)-one, the title compound was obtained. MS: m/z=440 (M+1). HRMS: m/z=440.1750; calculated m/z=440.1717 for C25H22N5O3. Starting materials: BrC=1C(=NN(C1C)C1=C(C=C(C(=O)OCC2=CC=CC=C2)C=C1)C(=O)N1CC2=CC=CC=C2CC1)C(N(CCCC)CCCC)=O (benzyl 4-(4-bromo-3-(dibutylcarbamoyl)-5-methyl-1H-pyrazol-1-yl)-3-(1,2,3,4-tetrahydroisoquinoline-2-carbonyl)benzoate), BrC=1C(=NN(C1C)C1=C(C=C(C(=O)OCC2=CC=CC=C2)C=C1)C(=O)N1CC2=CC=CC=C2CC1)C(N(CCCC)CCCC)=O (benzyl 4-(4-bromo-3-(dibutylcarbamoyl)-5-methyl-1H-pyrazol-1-yl)-3-(1,2,3,4-tetrahydroisoquinoline-2-carbonyl)benzoate), C(C=C)(=O)OC(C)(C)C (tert-butyl acrylate). The reagents and catalysts are Cl[Pd]([P](C1=CC=CC=C1)(C2=CC=CC=C2)C3=CC=CC=C3)([P](C4=CC=CC=C4)(C5=CC=CC=C5)C6=CC=CC=C6)Cl ((PPh3)2PdCl2). The solvent is CN(C)C=O (DMF), CCN(CC)CC (Et3N). Run at temperature 140 celsius. The product is C(C)(C)(C)OC(/C=C/C=1C(=NN(C1C)C1=C(C=C(C(=O)OCC2=CC=CC=C2)C=C1)C(=O)N1CC2=CC=CC=C2CC1)C(N(CCCC)CCCC)=O)=O ((E)-Benzyl 4-(4-(3-tert-butoxy-3-oxoprop-1-enyl)-3-(dibutylcarbamoyl)-5-methyl-1H-pyrazol-1-yl)-3-(1,2,3,4-tetrahydroisoquinoline-2-carbonyl)benzoate). Isolated yield 47.8%. Reaction SMILES: Br[C:2]1[C:3]([C:36](=[O:46])[N:37]([CH2:42][CH2:43][CH2:44][CH3:45])[CH2:38][CH2:39][CH2:40][CH3:41])=[N:4][N:5]([C:8]2[CH:23]=[CH:22][C:11]([C:12]([O:14][CH2:15][C:16]3[CH:21]=[CH:20][CH:19]=[CH:18][CH:17]=3)=[O:13])=[CH:10][C:9]=2[C:24]([N:26]2[CH2:35][CH2:34][C:33]3[C:28](=[CH:29][CH:30]=[CH:31][CH:32]=3)[CH2:27]2)=[O:25])[C:6]=1[CH3:7].[C:47]([O:51][C:52]([CH3:55])([CH3:54])[CH3:53])(=[O:50])[CH:48]=[CH2:49]>CN(C=O)C.CCN(CC)CC.Cl[Pd](Cl)([P](C1C=CC=CC=1)(C1C=CC=CC=1)C1C=CC=CC=1)[P](C1C=CC=CC=1)(C1C=CC=CC=1)C1C=CC=CC=1>[C:52]([O:51][C:47](=[O:50])/[CH:48]=[CH:49]/[C:2]1[C:3]([C:36](=[O:46])[N:37]([CH2:38][CH2:39][CH2:40][CH3:41])[CH2:42][CH2:43][CH2:44][CH3:45])=[N:4][N:5]([C:8]2[CH:23]=[CH:22][C:11]([C:12]([O:14][CH2:15][C:16]3[CH:17]=[CH:18][CH:19]=[CH:20][CH:21]=3)=[O:13])=[CH:10][C:9]=2[C:24]([N:26]2[CH2:35][CH2:34][C:33]3[C:28](=[CH:29][CH:30]=[CH:31][CH:32]=3)[CH2:27]2)=[O:25])[C:6]=1[CH3:7])([CH3:55])([CH3:54])[CH3:53] |^1:70,89|. Procedure: To a solution of benzyl 4-(4-bromo-3-(dibutylcarbamoyl)-5-methyl-1H-pyrazol-1-yl)-3-(1,2,3,4-tetrahydroisoquinoline-2-carbonyl)benzoate (Intermediate 164A, 80 mg, 0.12 mmol) in DMF (580 μL) and Et3N (580 μL) was added (PPh3)2PdCl2 (8 mg, 0.012 mmol) followed by tert-butyl acrylate (58 μL, 0.40 mmol). The reaction mixture was purged with N2 for 5 min and then heated at 140° C. overnight. The reaction mixture was poured into a separatory funnel containing 1N aq. HCl solution and EtOAc. The organic... The reactants are BrBr, CC(=O)OC1C(C)OC(Sc2ccccc2)C(OCc2ccccc2)C1OC(C)=O, ClCCl. Yields the product CC(=O)OC1C(C)OC(Br)C(OCc2ccccc2)C1OC(C)=O. As a reaction SMILES: [Br:31][Br:32].[C:1]([CH3:2])(=[O:3])[O:4][CH:5]1[CH:6]([O:23][CH2:24][c:25]2[cH:26][cH:27][cH:28][cH:29][cH:30]2)[CH:7]([S:8][c:9]2[cH:10][cH:11][cH:12][cH:13][cH:14]2)[O:15][CH:16]([CH3:22])[CH:17]1[O:18][C:19]([CH3:20])=[O:21].[Cl:33][CH2:34][Cl:35]>>[C:1]([CH3:2])(=[O:3])[O:4][CH:5]1[CH:6]([O:23][CH2:24][c:25]2[cH:26][cH:27][cH:28][cH:29][cH:30]2)[CH:7]([Br:31])[O:15][CH:16]([CH3:22])[CH:17]1[O:18][C:19]([CH3:20])=[O:21]. Reactants: C1CCOC1, C[O-], [Cl-], COc1cnc(Cn2ccnc2-c2ncccn2)c(Cl)n1, [NH4+], [Na+]. Yields the product COc1cnc(Cn2ccnc2-c2ncccn2)c(OC)n1. RXN SMILES: [CH2:27]1[O:28][CH2:29][CH2:30][CH2:31]1.[CH3:22][O-:23].[Cl-:25].[Cl:1][c:2]1[c:3]([CH2:10][n:11]2[c:12](-[c:16]3[n:17][cH:18][cH:19][cH:20][n:21]3)[n:13][cH:14][cH:15]2)[n:4][cH:5][c:6]([O:8][CH3:9])[n:7]1.[NH4+:26].[Na+:24]>>[c:2]1([O:23][CH3:22])[c:3]([CH2:10][n:11]2[c:12](-[c:16]3[n:17][cH:18][cH:19][cH:20][n:21]3)[n:13][cH:14][cH:15]2)[n:4][cH:5][c:6]([O:8][CH3:9])[n:7]1. The reactants are CCCC[SnH](CCCC)CCCC, CCCCCC(CC(=O)OC)c1cc(C2SCCCS2)c(OC)cc1OC, Cc1ccccc1, CC(C)(C#N)N=NC(C)(C)C#N. The product is CCCCCC(CC(=O)OC)c1cc(C)c(OC)cc1OC. RXN SMILES: [CH2:28]([SnH:29]([CH2:30][CH2:31][CH2:32][CH3:33])[CH2:34][CH2:35][CH2:36][CH3:37])[CH2:38][CH2:39][CH3:40].[CH3:1][O:2][c:3]1[c:4]([CH:17]([CH2:18][C:19](=[O:20])[O:21][CH3:22])[CH2:23][CH2:24][CH2:25][CH2:26][CH3:27])[cH:5][c:6]([CH:11]2[S:12][CH2:13][CH2:14][CH2:15][S:16]2)[c:7]([O:9][CH3:10])[cH:8]1.[CH3:53][c:54]1[cH:55][cH:56][cH:57][cH:58][cH:59]1.[N:41]([C:42]([CH3:43])([CH3:44])[C:45]#[N:46])=[N:47][C:48]([CH3:49])([CH3:50])[C:51]#[N:52]>>[CH3:1][O:2][c:3]1[c:4]([CH:17]([CH2:18][C:19](=[O:20])[O:21][CH3:22])[CH2:23][CH2:24][CH2:25][CH2:26][CH3:27])[cH:5][c:6]([CH3:11])[c:7]([O:9][CH3:10])[cH:8]1. Reactants: C(C)(C)NC(CC=1C(NCCCC1C1=CC=C(C=C1)OC)=O)C (3-(2-isopropylaminopropyl)-4-(4-methoxyphenyl)-1,5,6,7-tetrahydro-2H-azepinone), C1CO1 (ethylene oxide). Solvent: C(C)O (ethanol). Run at time 5 day. Yields the product C(C)(C)N(CCO)C(CC=1C(NCCCC1C1=CC=C(C=C1)OC)=O)C (3-[2-(N-isopropyl-N-hydroxyethylamino)-propyl]-4-(4-methoxyphenyl)-1,5,6,7-tetrahydro-2H-azepinone). Reaction SMILES: [CH:1]([NH:4][CH:5]([CH3:23])[CH2:6][C:7]1[C:8](=[O:22])[NH:9][CH2:10][CH2:11][CH2:12][C:13]=1[C:14]1[CH:19]=[CH:18][C:17]([O:20][CH3:21])=[CH:16][CH:15]=1)([CH3:3])[CH3:2].[CH2:24]1[O:26][CH2:25]1>C(O)C>[CH:1]([N:4]([CH:5]([CH3:23])[CH2:6][C:7]1[C:8](=[O:22])[NH:9][CH2:10][CH2:11][CH2:12][C:13]=1[C:14]1[CH:15]=[CH:16][C:17]([O:20][CH3:21])=[CH:18][CH:19]=1)[CH2:24][CH2:25][OH:26])([CH3:2])[CH3:3]. Reported procedure: The mixture of 6.3 g of 3-(2-isopropylaminopropyl)-4-(4-methoxyphenyl)-1,5,6,7-tetrahydro-2H-azepinone, 20 ml of ethylene oxide and 25 ml of absolute ethanol is stirred in a sealed vessel at room temperature for 5 days. The resulting solution is evaporated, the residue crystallized from petroleum ether and recrystallized from ethyl acetate-hexane, to yield the 3-[2-(N-isopropyl-N-hydroxyethylamino)-propyl]-4-(4-methoxyphenyl)-1,5,6,7-tetrahydro-2H-azepinone melting at 109°-111°.